From a dataset of the Open Reaction Database (ORD), a public repository of structured organic reaction records. describe an organic reaction: reactants, conditions, products, and yield Reactants: C(C)(C)N(C(C)C)CC (N,N-diisopropylethylamine), COC1=C(C=O)C=CC=C1 (2-methoxybenzaldehyde), C(C)(=O)O[BH-](OC(C)=O)OC(C)=O.[Na+] (sodium triacetoxyborohydride), C(=O)(O)[O-].[Na+] (NaHCO3), Cl.Cl.N1C[C@@H](CC1)NC=1N=CC(=NC1)/C=C/C(=O)OC (methyl (2E)-3-{5-[(3R)-3-pyrrolidinylamino]-2-pyrazinyl}acrylate dihydrochloride). Solvent: C(Cl)Cl (CH2Cl2). Run at time 1 hour. Product: COC1=C(CN2C[C@@H](CC2)NC=2N=CC(=NC2)/C=C/C(=O)OC)C=CC=C1 (methyl (2E)-3-(5-{[(3R)-1-(2-methoxybenzyl)-3-pyrrolidinyl]amino}-2-pyrazinyl)acrylate). The yield is 64.7%. Reaction SMILES: Cl.Cl.[NH:3]1[CH2:7][CH2:6][C@@H:5]([NH:8][C:9]2[N:10]=[CH:11][C:12](/[CH:15]=[CH:16]/[C:17]([O:19][CH3:20])=[O:18])=[N:13][CH:14]=2)[CH2:4]1.C(N(CC)C(C)C)(C)C.[CH3:30][O:31][C:32]1[CH:39]=[CH:38][CH:37]=[CH:36][C:33]=1[CH:34]=O.C(O[BH-](OC(=O)C)OC(=O)C)(=O)C.[Na+].C([O-])(O)=O.[Na+]>C(Cl)Cl>[CH3:30][O:31][C:32]1[CH:39]=[CH:38][CH:37]=[CH:36][C:33]=1[CH2:34][N:3]1[CH2:7][CH2:6][C@@H:5]([NH:8][C:9]2[N:10]=[CH:11][C:12](/[CH:15]=[CH:16]/[C:17]([O:19][CH3:20])=[O:18])=[N:13][CH:14]=2)[CH2:4]1 |f:0.1.2,5.6,7.8|. Procedure: To a suspension of methyl (2E)-3-{5-[(3R)-3-pyrrolidinylamino]-2-pyrazinyl}acrylate dihydrochloride (260 mg) in CH2Cl2 (2.6 mL) was added N,N-diisopropylethylamine (282 uL), 2-methoxybenzaldehyde (121.2 mg), and sodium triacetoxyborohydride (343 mg), which was stirred at room temperature for 1 hour. To the resultant was added sat. NaHCO3 aq., which was stirred for 20 min. The mixture was extracted with CH2Cl2. The organic phase was washed with brine and dried over Na2SO4, filtered, and evaporate... Reactants: Cl (HCl), N[C@@H](CCC(OC(C)(C)C)=O)C(=O)N[C@@H](C(C)C)C(=O)N[C@@H](C(C)C)C(=O)N[C@@H](CCC(OC(C)(C)C)=O)C(=O)N[C@@H](CCC(OC(C)(C)C)=O)C(=O)N[C@@H](C)C(=O)N[C@@H](CCC(OC(C)(C)C)=O)C(=O)N[C@@H](CC(N)=O)C(=O)OC(C)(C)C (H-Glu(OtBu)-Val-Val-Glu(OtBu)-Glu(OtBu)-Ala-Glu(OtBu)-Asn-OtBu), C=1C=CC2=C(C1)N=NN2O (HOBt), N1[C@@H](CCC1=O)C(=O)O (Pyr), Amino Acid, CN1CCOCC1 (N-methylmorpholine), N([C@@H](CCC(OC(C)(C)C)=O)C(=O)N[C@@H](CCCCNC(=O)OC(C)(C)C)C(=O)N[C@@H](CCCCNC(=O)OC(C)(C)C)C(=O)O)C(=O)OCC1=CC=CC=C1 (Z-Glu(OtBu)-Lys(Boc)-Lys(Boc)-OH), 22-4541, ( 1974.4 ), N[C@@H](C(C)C)C(=O)O (Val), III, C1CCC(CC1)N=C=NC2CCCCC2 (DCC). The solvent is CS(=O)C (DMSO), CS(=O)C (DMSO), CN(C)C=O (DMF), C(Cl)(Cl)Cl (CHCl3), CC(=O)O (AcOH), CO (MeOH), CC(=O)O (AcOH), CCCCO (n-BuOH), O (H2O), O (H2O). Run at time 21 hour. The product is N([C@@H](CCC(OC(C)(C)C)=O)C(=O)N[C@@H](CCCCNC(=O)OC(C)(C)C)C(=O)N[C@@H](CCCCNC(=O)OC(C)(C)C)C(=O)N[C@@H](CCC(OC(C)(C)C)=O)C(=O)N[C@@H](C(C)C)C(=O)N[C@@H](C(C)C)C(=O)N[C@@H](CCC(OC(C)(C)C)=O)C(=O)N[C@@H](CCC(OC(C)(C)C)=O)C(=O)N[C@@H](C)C(=O)N[C@@H](CCC(OC(C)(C)C)=O)C(=O)N[C@@H](CC(N)=O)C(=O)OC(C)(C)C)C(=O)OCC1=CC=CC=C1 (Z-Glu(OtBu)-Lys(Boc)-Lys(Boc)-Glu(OtBu)-Val-Val-Glu(OtBu)-Glu(OtBu)-Ala-Glu(OtBu)-Asn-OtBu). As a reaction SMILES: [NH2:1][C@H:2]([C:12]([NH:14][C@H:15]([C:19]([NH:21][C@H:22]([C:26]([NH:28][C@H:29]([C:39]([NH:41][C@H:42]([C:52]([NH:54][C@H:55]([C:57]([NH:59][C@H:60]([C:70]([NH:72][C@H:73]([C:78]([O:80][C:81]([CH3:84])([CH3:83])[CH3:82])=[O:79])[CH2:74][C:75](=[O:77])[NH2:76])=[O:71])[CH2:61][CH2:62][C:63](=[O:69])[O:64][C:65]([CH3:68])([CH3:67])[CH3:66])=[O:58])[CH3:56])=[O:53])[CH2:43][CH2:44][C:45](=[O:51])[O:46][C:47]([CH3:50])([CH3:49])[CH3:48])=[O:40])[CH2:30][CH2:31][C:32](=[O:38])[O:33][C:34]([CH3:37])([CH3:36])[CH3:35])=[O:27])[CH:23]([CH3:25])[CH3:24])=[O:20])[CH:16]([CH3:18])[CH3:17])=[O:13])[CH2:3][CH2:4][C:5](=[O:11])[O:6][C:7]([CH3:10])([CH3:9])[CH3:8].[NH:85]([C:131]([O:133][CH2:134][C:135]1[CH:140]=[CH:139][CH:138]=[CH:137][CH:136]=1)=[O:132])[C@H:86]([C:96]([NH:98][C@H:99]([C:112]([NH:114][C@H:115]([C:128](O)=[O:129])[CH2:116][CH2:117][CH2:118][CH2:119][NH:120][C:121]([O:123][C:124]([CH3:127])([CH3:126])[CH3:125])=[O:122])=[O:113])[CH2:100][CH2:101][CH2:102][CH2:103][NH:104][C:105]([O:107][C:108]([CH3:111])([CH3:110])[CH3:109])=[O:106])=[O:97])[CH2:87][CH2:88][C:89](=[O:95])[O:90][C:91]([CH3:94])([CH3:93])[CH3:92].C1C=CC2N(O)N=NC=2C=1.C1CCC(N=C=NC2CCCCC2)CC1.CN1CCOCC1.N1C(=O)CC[C@H]1C(O)=O.Cl.N[C@H](C(O)=O)C(C)C>CC(O)=O.CO.C(Cl)(Cl)Cl.O.CCCCO.CS(C)=O.CN(C=O)C>[NH:85]([C:131]([O:133][CH2:134][C:135]1[CH:136]=[CH:137][CH:138]=[CH:139][CH:140]=1)=[O:132])[C@H:86]([C:96]([NH:98][C@H:99]([C:112]([NH:114][C@H:115]([C:128]([NH:1][C@H:2]([C:12]([NH:14][C@H:15]([C:19]([NH:21][C@H:22]([C:26]([NH:28][C@H:29]([C:39]([NH:41][C@H:42]([C:52]([NH:54][C@H:55]([C:57]([NH:59][C@H:60]([C:70]([NH:72][C@H:73]([C:78]([O:80][C:81]([CH3:84])([CH3:83])[CH3:82])=[O:79])[CH2:74][C:75](=[O:77])[NH2:76])=[O:71])[CH2:61][CH2:62][C:63](=[O:69])[O:64][C:65]([CH3:68])([CH3:67])[CH3:66])=[O:58])[CH3:56])=[O:53])[CH2:43][CH2:44][C:45](=[O:51])[O:46][C:47]([CH3:48])([CH3:49])[CH3:50])=[O:40])[CH2:30][CH2:31][C:32](=[O:38])[O:33][C:34]([CH3:35])([CH3:36])[CH3:37])=[O:27])[CH:23]([CH3:25])[CH3:24])=[O:20])[CH:16]([CH3:18])[CH3:17])=[O:13])[CH2:3][CH2:4][C:5](=[O:11])[O:6][C:7]([CH3:10])([CH3:8])[CH3:9])=[O:129])[CH2:116][CH2:117][CH2:118][CH2:119][NH:120][C:121]([O:123][C:124]([CH3:127])([CH3:126])[CH3:125])=[O:122])=[O:113])[CH2:100][CH2:101][CH2:102][CH2:103][NH:104][C:105]([O:107][C:108]([CH3:111])([CH3:110])[CH3:109])=[O:106])=[O:97])[CH2:87][CH2:88][C:89](=[O:95])[O:90][C:91]([CH3:92])([CH3:93])[CH3:94]. Procedure: The DMF:DMSO-containing solution of H-Glu(OtBu)-Val-Val-Glu(OtBu)-Glu(OtBu)-Ala-Glu(OtBu)-Asn-OtBu (~32 mmol) from Example 3 was combined with Z-Glu(OtBu)-Lys(Boc)-Lys(Boc)-OH, III, Ro 22-4541 (36.8 g, 46 mmol, 1.44 eq.) and HOBt (14.7 g, 96 mmol, 3 eq.) added and the solution cooled to 0°. DCC (10.9 g, 52 mmol, 1.65 eq.) was added to the cold stirring (mechanical) reaction mixture and the pH was maintained at 7.5-8.0 by addition of N-methylmorpholine (21 mL). Stirring proceeded for 2 h at 0° an... Starting materials: C1(=CC=CC=C1)N1CCN(CC1)C(=O)[C@H]1NCC2(CC2)C[C@@H]1C(=O)OC(C)(C)C (tert-butyl (6S,7S)-6-[(4-phenylpiperazin-1-yl)carbonyl]-5-azaspiro[2.5]octane-7-carboxylate), C(C)(C)N(CC)C(C)C (di-isopropylethylamine). Run in C(C)#N (acetonitrile), C(C)OCC (ethyl ether). Run at time 3 hour. The product is C1(=CC=CC=C1)N1CCN(CC1)C(=O)[C@H]1N(CC2(CC2)C[C@@H]1C(=O)OC(C)(C)C)C(=O)OC (7-tert-butyl 5-methyl (6S,7S)-6-[(4-phenylpiperazin-1-yl)carbonyl]-5-azaspiro[2.5]octane-5,7-dicarboxylate). The yield is 198.1%. RXN SMILES: [C:1]1([N:7]2[CH2:12][CH2:11][N:10]([C:13]([C@@H:15]3[C@@H:22]([C:23]([O:25][C:26]([CH3:29])([CH3:28])[CH3:27])=[O:24])[CH2:21][C:18]4([CH2:20][CH2:19]4)[CH2:17][NH:16]3)=[O:14])[CH2:9][CH2:8]2)[CH:6]=[CH:5][CH:4]=[CH:3][CH:2]=1.C(N(C(C)C)CC)(C)C>C(#N)C.C(OCC)C>[C:1]1([N:7]2[CH2:8][CH2:9][N:10]([C:13]([C@@H:15]3[C@@H:22]([C:23]([O:25][C:26]([CH3:29])([CH3:28])[CH3:27])=[O:24])[CH2:21][C:18]4([CH2:19][CH2:20]4)[CH2:17][N:16]3[C:23]([O:25][CH3:26])=[O:24])=[O:14])[CH2:11][CH2:12]2)[CH:2]=[CH:3][CH:4]=[CH:5][CH:6]=1. Procedure: Methyl chlorofomate (55 μL, 700 μL) was added to a solution of tert-butyl (6S,7S)-6-[(4-phenylpiperazin-1-yl)carbonyl]-5-azaspiro[2.5]octane-7-carboxylate (248.4 mg, 0.62 mmol) and di-isopropylethylamine (0.70 mmol, 0.125 mL) in 5 mL acetonitrile. The mixture was stirred at RT for 3 h. Solvent was removed to afford a residue which was dissolved in ethyl ether (15 mL), washed with water (3×2 mL) and dried over Na2SO4. The solution was filtered and concentrated to afford 281 mg of the 7-tert-butyl... The reactants are C(#N)CC(=O)NC1=C(C=CC(=C1)F)F (2-cyano-2',5'-difluoroacetanilide), COC(N(C)C)OC (N,N-dimethylformamide dimethylacetal). Product: C(#N)C(C(=O)NC1=C(C=CC(=C1)F)F)=CN(C)C (2-cyano-3-dimethylamino-2',5'-difluoroacrylanilide). RXN SMILES: [C:1]([CH2:3][C:4]([NH:6][C:7]1[CH:12]=[C:11]([F:13])[CH:10]=[CH:9][C:8]=1[F:14])=[O:5])#[N:2].CO[CH:17](OC)[N:18]([CH3:20])[CH3:19]>>[C:1]([C:3](=[CH:17][N:18]([CH3:20])[CH3:19])[C:4]([NH:6][C:7]1[CH:12]=[C:11]([F:13])[CH:10]=[CH:9][C:8]=1[F:14])=[O:5])#[N:2]. Procedure: As for Example 1, 2-cyano-2',5'-difluoroacetanilide, colorless crystals, m.p. 165°-167° C. (prepared by the procedure described in U.S. Pat. No. 3,116,312), is heated with N,N-dimethylformamide dimethylacetal to give 2-cyano-3-dimethylamino-2',5'-difluoroacrylanilide as colorless needles, m.p. 175°-176° C. Starting materials: COC1=C(C=C(C=2C3C(NC(C3CCC21)=O)=O)C)OC (3,3a,4,5-tetrahydro-6,7-dimethoxy-9-methyl-1H-benz[e]isoindole-1,3-(2H)-dione), C(C)I (ethyl iodide). Product: C(C)N1C(C2CCC3=C(C2C1=O)C(=CC(=C3OC)OC)C)=O (2-Ethyl-3a,4,5,9b-tetrahydro-6,7-dimethoxy-9-methyl-1H-benz[e]isoindole-1,3-(2H)dione). Reaction SMILES: [CH3:1][O:2][C:3]1[C:15]2[CH2:14][CH2:13][CH:12]3[CH:8]([C:9](=[O:17])[NH:10][C:11]3=[O:16])[C:7]=2[C:6]([CH3:18])=[CH:5][C:4]=1[O:19][CH3:20].[CH2:21](I)[CH3:22]>>[CH2:21]([N:10]1[C:9](=[O:17])[CH:8]2[CH:12]([CH2:13][CH2:14][C:15]3[C:3]([O:2][CH3:1])=[C:4]([O:19][CH3:20])[CH:5]=[C:6]([CH3:18])[C:7]=32)[C:11]1=[O:16])[CH3:22]. Procedure: Using the procedure as described for Example 64, but starting with 3,3a,4,5-tetrahydro-6,7-dimethoxy-9-methyl-1H-benz[e]isoindole-1,3-(2H)-dione, and using ethyl iodide in place of methyl iodide afforded the desired compound.